describe an organic reaction: reactants, conditions, products, and yield From a dataset of the Open Reaction Database (ORD), a public repository of structured organic reaction records. Starting materials: BrCc1ccccc1, COc1ccc2c3c([nH]c2c1)CCCC3=O, [H-], [Na+], CN(C)C=O. Yields the product COc1ccc2c3c(n(Cc4ccccc4)c2c1)CCCC3=O. RXN SMILES: [Br:19][CH2:20][c:21]1[cH:22][cH:23][cH:24][cH:25][cH:26]1.[CH3:3][O:4][c:5]1[cH:6][cH:7][c:8]2[c:9]3[c:14]([nH:15][c:16]2[cH:17]1)[CH2:13][CH2:12][CH2:11][C:10]3=[O:18].[H-:1].[Na+:2].[O:27]=[CH:28][N:29]([CH3:30])[CH3:31]>>[CH3:3][O:4][c:5]1[cH:6][cH:7][c:8]2[c:9]3[c:14]([n:15]([CH2:20][c:21]4[cH:22][cH:23][cH:24][cH:25][cH:26]4)[c:16]2[cH:17]1)[CH2:13][CH2:12][CH2:11][C:10]3=[O:18]. Starting materials: [H-].[Na+] (sodium hydride), ice water, COC(C1=C(C=CC=C1)OC)=O (2-methoxybenzoic acid methyl ester), C(C)#N (acetonitrile). The solvent is C1(=CC=CC=C1)C (toluene). Conditions: temperature 85 celsius, time 2 hour. Product: COC1=C(C(=O)CC#N)C=CC=C1 (2-methoxybenzoylacetonitrile). Reaction SMILES: [H-].[Na+].CO[C:5](=[O:14])[C:6]1[CH:11]=[CH:10][CH:9]=[CH:8][C:7]=1[O:12][CH3:13].[C:15](#[N:17])[CH3:16]>C1(C)C=CC=CC=1>[CH3:13][O:12][C:7]1[CH:8]=[CH:9][CH:10]=[CH:11][C:6]=1[C:5]([CH2:16][C:15]#[N:17])=[O:14] |f:0.1|. Procedure details: Into an agitation apparatus with agitator, dropping funnel, gas inlet tube and reflux cooler, under agitation and introduction of nitrogen, 28.8 g (0.6 mol) sodium hydride (as a 50 wt-% suspension in white oil) suspended in 200 ml absolute toluene and 49.9 g (0.3 mol) 2-methoxybenzoic acid methyl ester were introduced. The mixture was heated to 85° C. Within 2 hr, 24.6 g (0.5 mol) absolute acetonitrile was dropped into the heated mixture. Then the reaction mixture was further agitated for 15 hr ... Starting materials: CC1=NC(NC(=O)OCc2ccccc2)C(=O)Nc2c(C)cccc21, ClCCl, CO, O=C(OO)c1cccc(Cl)c1. Yields the product CC1=[N+]([O-])C(NC(=O)OCc2ccccc2)C(=O)Nc2c(C)cccc21. As a reaction SMILES: [CH2:1]([c:2]1[cH:3][cH:4][cH:5][cH:6][cH:7]1)[O:8][C:9](=[O:10])[NH:11][CH:12]1[C:13](=[O:25])[NH:14][c:15]2[c:16]([cH:20][cH:21][cH:22][c:23]2[CH3:24])[C:17]([CH3:19])=[N:18]1.[CH2:37]([Cl:38])[Cl:39].[CH3:40][OH:41].[Cl:26][c:27]1[cH:28][cH:29][cH:30][c:31]([C:32]([O:33][OH:35])=[O:34])[cH:36]1>>[CH2:1]([c:2]1[cH:3][cH:4][cH:5][cH:6][cH:7]1)[O:8][C:9](=[O:10])[NH:11][CH:12]1[C:13](=[O:25])[NH:14][c:15]2[c:16]([cH:20][cH:21][cH:22][c:23]2[CH3:24])[C:17]([CH3:19])=[N+:18]1[O-:34]. Starting materials: CC=1N=C(SC1C1=CC=C(C=C1)[N+](=O)[O-])NC(C)=O (N-[4-methyl-5-(4-nitro-phenyl)-thiazol-2-yl]-acetamide), Cl (hydrochloric acid). Solvent: C(C)O (ethanol). Reaction conditions: time 4 hour. The product is CC=1N=C(SC1C1=CC=C(C=C1)[N+](=O)[O-])N (4-Methyl-5-(4-nitro-phenyl)-thiazol-2-ylamine). RXN SMILES: [CH3:1][C:2]1[N:3]=[C:4]([NH:16]C(=O)C)[S:5][C:6]=1[C:7]1[CH:12]=[CH:11][C:10]([N+:13]([O-:15])=[O:14])=[CH:9][CH:8]=1.Cl>C(O)C>[CH3:1][C:2]1[N:3]=[C:4]([NH2:16])[S:5][C:6]=1[C:7]1[CH:8]=[CH:9][C:10]([N+:13]([O-:15])=[O:14])=[CH:11][CH:12]=1. Reported procedure: A solution of N-[4-methyl-5-(4-nitro-phenyl)-thiazol-2-yl]-acetamide (prepared by the method described in J. Liebscher, E. Mitzner, Synthesis, 1985, (4), p 414) (10 g, 36 mmol) in ethanol (200 ml) and 7M hydrochloric acid (50 ml) is heated at reflux with stirring for 4 hours. After standing at room temperature for 4 days the hydrochloride salt of the title compound (8.15 g) precipitates as yellow crystals which are removed by filtration and dried. The title compound (free base) is obtained by pa... Yields the product CC(C)C1N(C(CN1)=O)CC(=O)OCC (ethyl 2-(1-methylethyl)-5-oxo-1-imidazolidineacetate). Procedure details: To 50 ml of anhydrous ethanol stirred at 0°-5° C., 2 ml thionyl chloride were added. At the same temperature 2.1 g (0.01 mol) of sodium 2-(1-methylethyl)-5-oxo-1-imidazolidineacetate were added. The obtained suspension was stirred at 0° C. for 1 hour and at room temperature for 2 hours. The solvent was evaporated under reduced pressure and the residue taken up with ethyl acetate. The solid residue was filtered off and the solvent evaporated. The residue was dissolved in a saturated solution of s... Reaction conditions: temperature 0 celsius, time 2 hour. RXN SMILES: S(Cl)(Cl)=O.[CH3:5][CH:6]([CH:8]1[NH:12][CH2:11][C:10](=[O:13])[N:9]1[CH2:14][C:15]([O-:17])=[O:16])[CH3:7].[Na+].[CH2:19](O)[CH3:20]>>[CH3:7][CH:6]([CH:8]1[NH:12][CH2:11][C:10](=[O:13])[N:9]1[CH2:14][C:15]([O:17][CH2:19][CH3:20])=[O:16])[CH3:5] |f:1.2|. Yield: 42.0%. Starting materials: S(=O)(Cl)Cl (thionyl chloride), CC(C)C1N(C(CN1)=O)CC(=O)[O-].[Na+] (sodium 2-(1-methylethyl)-5-oxo-1-imidazolidineacetate), C(C)O (ethanol). The reactants are COC(=O)c1nc(N)c(Br)cc1F, CCOC(C)=O, [H-], [Na+], CN(C)C=O, CCOC(=O)CS. The product is CCOC(=O)CSc1cc(F)c(C(=O)OC)nc1N. RXN SMILES: [CH3:10][O:11][C:12](=[O:13])[c:14]1[n:15][c:16]([NH2:22])[c:17]([Br:21])[cH:18][c:19]1[F:20].[CH3:23][CH2:24][O:25][C:26]([CH3:27])=[O:28].[H-:8].[Na+:9].[O:29]=[CH:30][N:31]([CH3:32])[CH3:33].[SH:1][CH2:2][C:3](=[O:4])[O:5][CH2:6][CH3:7]>>[S:1]([CH2:2][C:3](=[O:4])[O:5][CH2:6][CH3:7])[c:17]1[c:16]([NH2:22])[n:15][c:14]([C:12]([O:11][CH3:10])=[O:13])[c:19]([F:20])[cH:18]1.